Dataset: the Open Reaction Database (ORD), a public repository of structured organic reaction records. Task: describe an organic reaction: reactants, conditions, products, and yield Starting materials: C(C1=CC=CC=C1)Br (benzyl bromide), OC=1C=C(OC2=NC=CC=C2CC(=O)OC)C=CC1 (Methyl 2-(3-hydroxyphenoxy)-3-pyridinylacetate), C([O-])([O-])=O.[K+].[K+] (potassium carbonate), C([O-])([O-])=O.[K+].[K+] (potassium carbonate), C(C1=CC=CC=C1)Br (benzyl bromide). The reagents and catalysts are [Cu] (copper bronze). Run in CN(C)C=O (DMF). Conditions: temperature 100 celsius, time 2 hour. Yields the product C(C1=CC=CC=C1)OC=1C=C(OC2=NC=CC=C2CC(=O)OC)C=CC1 (methyl 2-(3-benzyloxyphenoxy)-3-pyridinylacetate). Yield: 46.4%. RXN SMILES: [OH:1][C:2]1[CH:3]=[C:4]([CH:17]=[CH:18][CH:19]=1)[O:5][C:6]1[C:11]([CH2:12][C:13]([O:15][CH3:16])=[O:14])=[CH:10][CH:9]=[CH:8][N:7]=1.C(=O)([O-])[O-].[K+].[K+].[CH2:26](Br)[C:27]1[CH:32]=[CH:31][CH:30]=[CH:29][CH:28]=1>CN(C=O)C.[Cu]>[CH2:26]([O:1][C:2]1[CH:3]=[C:4]([CH:17]=[CH:18][CH:19]=1)[O:5][C:6]1[C:11]([CH2:12][C:13]([O:15][CH3:16])=[O:14])=[CH:10][CH:9]=[CH:8][N:7]=1)[C:27]1[CH:32]=[CH:31][CH:30]=[CH:29][CH:28]=1 |f:1.2.3|. Procedure: Methyl 2-(3-hydroxyphenoxy)-3-pyridinylacetate (0.8 g) and anhydrous potassium carbonate (0.21 g) were stirred together in DMF under nitrogen at 70° C. After 20 minutes benzyl bromide (1.06 g) was added together with copper bronze (cat.) and the reaction mixture heated to 100° C. for 3 hours. GC analysis indicated 50% reaction. A second equivalent of both potassium carbonate and benzyl bromide was added and heating continued at 100° C. for 2 hours. The reaction mixture was cooled to room tempera... Reactants: BrC=1C=C(CNC=2C=C(C=CC2[N+](=O)[O-])N2CCN(CC2)C(=O)OC(C)(C)C)C=CC1 (t-butyl 4-(3-(3-bromobenzylamino)-4-nitrophenyl)piperazine-1-carboxylate), Cl (HCl). Run in ClCCl (dichloromethane), C(C)OCC (diethyl ether). Conditions: time 4 hour. Product: Cl.BrC=1C=C(CNC2=C(C=CC(=C2)N2CCNCC2)[N+](=O)[O-])C=CC1 (N-(3-Bromobenzyl)-2-nitro-5-(piperazin-1-yl)benzenamine hydrochloride). Isolated yield 39.0%. As a reaction SMILES: [Br:1][C:2]1[CH:3]=[C:4]([CH:29]=[CH:30][CH:31]=1)[CH2:5][NH:6][C:7]1[CH:8]=[C:9]([N:16]2[CH2:21][CH2:20][N:19](C(OC(C)(C)C)=O)[CH2:18][CH2:17]2)[CH:10]=[CH:11][C:12]=1[N+:13]([O-:15])=[O:14].[ClH:32]>ClCCl.C(OCC)C>[ClH:32].[Br:1][C:2]1[CH:3]=[C:4]([CH:29]=[CH:30][CH:31]=1)[CH2:5][NH:6][C:7]1[CH:8]=[C:9]([N:16]2[CH2:21][CH2:20][NH:19][CH2:18][CH2:17]2)[CH:10]=[CH:11][C:12]=1[N+:13]([O-:15])=[O:14] |f:4.5|. Reported procedure: To a solution of t-butyl 4-(3-(3-bromobenzylamino)-4-nitrophenyl)piperazine-1-carboxylate (104 mg, 0.23 mmol) in dry dichloromethane (1.0 mL) was added a saturated solution of HCl in diethyl ether (15 mL). The reaction mixture was stirred for 4 hours. The solvent was evaporated and the precipitate was recrystallized from methanol (0.3 mL), dichloromethane (0.5 mL) and diethyl ether (5 mL). The product was collected by filtration and dried in vacuo to afford the title compound (35.0 mg, 39% yield... Reaction SMILES: C([Li])CCC.[CH2:6]([OH:10])[CH2:7][CH2:8][OH:9].Br[CH2:12][CH:13]=[C:14]([C:22]1[CH:27]=[CH:26][CH:25]=[CH:24][C:23]=1[CH3:28])[C:15]1[CH:20]=[CH:19][CH:18]=[CH:17][C:16]=1[CH3:21]>O>[CH3:28][C:23]1[CH:24]=[CH:25][CH:26]=[CH:27][C:22]=1[C:14]([C:15]1[CH:20]=[CH:19][CH:18]=[CH:17][C:16]=1[CH3:21])=[CH:13][CH2:12][O:9][CH2:8][CH2:7][CH2:6][OH:10]. The yield is 31.0%. Procedure: A solution of n-butyllithium in hexanes (15.2 ml, 2.5 M) was added dropwise under a nitrogen atmosphere to 1,3-propanediol (31 ml) on an ice-bath. When addition was complete the mixture was stirred 0.5 h at room temperature. 3-Bromo-1, 1-bis(2-methylphenyl)-1-propene (11.5 g, 38 mmol), prepared in a similar way to the method described in Example 26) was added and the reaction mixture was stirred at room temperature for 48 h and at 75° C. for 36 h. Water (100 ml) was added and the mixture was ext... Conditions: time 0.5 hour. Starting materials: C(CCC)[Li] (n-butyllithium), C(CCO)O (1,3-propanediol), BrCC=C(C1=C(C=CC=C1)C)C1=C(C=CC=C1)C (3-Bromo-1, 1-bis(2-methylphenyl)-1-propene). The product is CC1=C(C=CC=C1)C(=CCOCCCO)C1=C(C=CC=C1)C (3-(3,3-bis(2-methyl phenyl)-2-propen-1-yloxy)-1-propanol). Run in O (Water), hexanes.